Task: describe an organic reaction: reactants, conditions, products, and yield. Dataset: the Open Reaction Database (ORD), a public repository of structured organic reaction records Starting materials: OC(C=1C=CN=C2C=CC(OC)=CC21)C3N4CCC(C3)C(C4)CC, IC1COC1. The reagents and catalysts are O=S(=O)(O)O, OO, [Fe].O=S(=O)(O)O.O. Solvent: O, O=S(C)C. Reaction conditions: temperature 50 celsius, time 0.8 hour. Product: OC(C1=CC(=NC=2C=CC(OC)=CC21)C3COC3)C4N5CCC(C4)C(C5)CC. The yield is 27.0%. Reported procedure: H2O2 (30% in H2O; 0.15 mL, 1.5 mmol) was added dropwise over about 1 min to a stirred solution of hydroquinine (163 mg, 0.5 mmol), 3-iodooxetane (184 mg, 1.0 mmol), concentrated H2SO4 (54 μL, 1.0 mmol)  and  iron(II)  sulfate  heptahydrate  (40  mg,  0.15  mmol)  in  DMSO  (5  mL)  at  room  temperature.  After addition of the H2O2 the mixture was placed in an oil bath at 50 °C. After 2 min a further portion of iron(II) sulfate heptahydrate (40 mg, 0.15 mmol) was added and the mixture was stirre... The reactants are ClC1=CC=C2C(=NN(C2=C1)C)C=1N=C2C(=NC1)N(C=C2C(=O)O)COCC[Si](C)(C)C (2-(6-chloro-1-methyl-1H-indazol-3-yl)-5-(2-trimethylsilanyl-ethoxymethyl)-5H-pyrrolo[2,3-b]pyrazine-7-carboxylic acid), C(C)(C)N(C(C)C)CC (N,N-diisopropylethylamine), [C@H]1(CC[C@@H](CC1)N)N (cis-cyclohexane-1,4-diamine), amine, 2-(1H-benzo[d][1,2,3]triazol-1-yl)-1,1,3,3-tetramethylisouronium hexafluorophosphate, N1(N=NC2=C1C=CC=C2)O (1H-benzo[d][1,2,3]triazol-1-ol), carboxylic acid. The solvent is CN(C)C=O (DMF), CN(C)C=O (DMF), CCOC(=O)C (EtOAc). Conditions: time 45 minute. Yields the product N[C@H]1CC[C@H](CC1)NC(=O)C1=CN(C2=NC=C(N=C21)C2=NN(C1=CC(=CC=C21)Cl)C)COCC[Si](C)(C)C (2-(6-chloro-1-methyl-1H-indazol-3-yl)-5-(2-trimethylsilanylethoxymethyl)-5H-pyrrolo[2,3-b]pyrazine-7-carboxylic acid (cis-4-amino-cyclohexyl)amide). Isolated yield 70.5%. As a reaction SMILES: [Cl:1][C:2]1[CH:10]=[C:9]2[C:5]([C:6]([C:12]3[N:13]=[C:14]4[C:20]([C:21](O)=[O:22])=[CH:19][N:18]([CH2:24][O:25][CH2:26][CH2:27][Si:28]([CH3:31])([CH3:30])[CH3:29])[C:15]4=[N:16][CH:17]=3)=[N:7][N:8]2[CH3:11])=[CH:4][CH:3]=1.N1(O)C2C=CC=CC=2N=N1.C(N(CC)C(C)C)(C)C.[C@H:51]1([NH2:58])[CH2:56][CH2:55][C@@H:54]([NH2:57])[CH2:53][CH2:52]1>CN(C=O)C.CCOC(C)=O>[NH2:57][C@@H:54]1[CH2:55][CH2:56][C@H:51]([NH:58][C:21]([C:20]2[C:14]3[C:15](=[N:16][CH:17]=[C:12]([C:6]4[C:5]5[C:9](=[CH:10][C:2]([Cl:1])=[CH:3][CH:4]=5)[N:8]([CH3:11])[N:7]=4)[N:13]=3)[N:18]([CH2:24][O:25][CH2:26][CH2:27][Si:28]([CH3:29])([CH3:31])[CH3:30])[CH:19]=2)=[O:22])[CH2:52][CH2:53]1. Procedure details: In a 20 mL scintillation vial, 2-(6-chloro-1-methyl-1H-indazol-3-yl)-5-(2-trimethylsilanyl-ethoxymethyl)-5H-pyrrolo[2,3-b]pyrazine-7-carboxylic acid (0.10 g, 0.22 mmol), 2-(1H-benzo[d][1,2,3]triazol-1-yl)-1,1,3,3-tetramethylisouronium hexafluorophosphate (91 mg, 0.24 mmol), 1H-benzo[d][1,2,3]triazol-1-ol (33 mg, 0.240 mmol), and N,N-diisopropylethylamine (38 μl, 0.22 mmol) were combined with DMF (4 ml) to give a light yellow solution. The reaction mixture was stirred at room temperature for 45 m... The reactants are C(C)(=O)C(C(=O)OCC)=CNC=1C=NNC1 (Ethyl 2-acetyl-3-(4-pyrazolylamino)acrylate), C1=CC=C(C=C1)C2=CC=CC=C2.C1=CC=C(C=C1)OC2=CC=CC=C2 (Dowtherm A). Run in petroleum ether. Yields the product C(C)(=O)C=1C(C2=C(NC1)C=NN2)=O (6-Acetyl-4,7-dihydro-7-oxo-1H-pyrazolo[4,3-b]pyridine). The yield is 74.0%. RXN SMILES: [C:1]([C:4](=[CH:10][NH:11][C:12]1[CH:13]=[N:14][NH:15][CH:16]=1)[C:5]([O:7]CC)=O)(=[O:3])[CH3:2].C1C=CC(C2C=CC=CC=2)=CC=1.C1C=CC(OC2C=CC=CC=2)=CC=1>>[C:1]([C:4]1[C:5](=[O:7])[C:13]2[NH:14][N:15]=[CH:16][C:12]=2[NH:11][CH:10]=1)(=[O:3])[CH3:2] |f:1.2|. Reported procedure: Ethyl 2-acetyl-3-(4-pyrazolylamino)acrylate (D13, 1.0 g, 4.5 mmol) was added to boiling Dowtherm A, and the solution was heated under reflux for 20 min. The mixture was allowed to cool and 60°-80° petroleum ether (100 ml) was added. The solid was filtered off and washed well with petroleum ether to give the title compound (590 mg, 74%), m.p.>320° C.